From a dataset of the Open Reaction Database (ORD), a public repository of structured organic reaction records. describe an organic reaction: reactants, conditions, products, and yield Starting materials: FC(C(=O)O)(F)F (Trifluoroacetic acid), C(C)(C)(C)OC(C[C@@]1(CN(C[C@H]1C)CC1=C(C=CC=C1C(F)(F)F)Cl)C(=O)NC1CCN(CC1)C(=O)OC(C)(C)C)=O (tert-Butyl 4-[(3R*,4S*)-3-[2-(tert-butoxy)-2-oxoethyl]-1-{[2-chloro-6-(trifluoromethyl)phenyl]methyl}-4-methylpyrrolidin-3-amido]piperidine-1-carboxylate). Solvent: ClCCl (dichloromethane). Conditions: time 2.5 hour. Yields the product ClC1=C(C(=CC=C1)C(F)(F)F)CN1C[C@@]([C@@H](C1)C)(C(NC1CCNCC1)=O)CC(=O)O (2-[(3R*,4S*)-1-{[2-Chloro-6-(trifluoromethyl)phenyl]methyl}-4-methyl-3-[(piperidin-4-yl)carbamoyl]pyrrolidin-3-yl]acetic acid). The yield is 143.8%. RXN SMILES: FC(F)(F)C(O)=O.C([O:12][C:13](=[O:49])[CH2:14][C@@:15]1([C:33]([NH:35][CH:36]2[CH2:41][CH2:40][N:39](C(OC(C)(C)C)=O)[CH2:38][CH2:37]2)=[O:34])[C@H:19]([CH3:20])[CH2:18][N:17]([CH2:21][C:22]2[C:27]([C:28]([F:31])([F:30])[F:29])=[CH:26][CH:25]=[CH:24][C:23]=2[Cl:32])[CH2:16]1)(C)(C)C>ClCCl>[Cl:32][C:23]1[CH:24]=[CH:25][CH:26]=[C:27]([C:28]([F:29])([F:31])[F:30])[C:22]=1[CH2:21][N:17]1[CH2:18][C@@H:19]([CH3:20])[C@@:15]([CH2:14][C:13]([OH:49])=[O:12])([C:33](=[O:34])[NH:35][CH:36]2[CH2:37][CH2:38][NH:39][CH2:40][CH2:41]2)[CH2:16]1. Reported procedure: Trifluoroacetic acid (8 mL) was added to a solution of tert-butyl 4-[(3R*,4S*)-3-[2-(tert-butoxy)-2-oxoethyl]-1-{[2-chloro-6-(trifluoromethyl)phenyl]methyl}-4-methylpyrrolidin-3-amido]piperidine-1-carboxylate obtained in Example 3c (320 mg, 0.518 mmol) in dichloromethane (dehydrated) (8 mL) under ice-cooling, followed by stirring at room temperature for 2.5 hours. The reaction liquid was concentrated under reduced pressure, and the residue was purified by ODS column chromatography (elution solve... Starting materials: Cl.NO (Hydroxylamine hydrochloride), C([O-])([O-])=O.[K+].[K+] (potassium carbonate), CC=1C=C(C=C(C1)NC1=NC=CC(=N1)C(F)(F)F)C=1C=CC(=NC1)CCC#N (3-[5-(3-methyl-5-{[4-(trifluoromethyl)pyrimidin-2-yl]amino}phenyl)pyridin-2-yl]propanenitrile). Run in C(C)O (ethanol). Run at temperature 80 celsius. The product is ON=C(CCC1=NC=C(C=C1)C1=CC(=CC(=C1)NC1=NC=CC(=N1)C(F)(F)F)C)N (N′-hydroxy-3-[5-(3-methyl-5-{[4-(trifluoromethyl)pyrimidin-2-yl]amino}phenyl)pyridin-2-yl]propanimidamide). Reaction SMILES: Cl.[NH2:2][OH:3].C(=O)([O-])[O-].[K+].[K+].[CH3:10][C:11]1[CH:12]=[C:13]([C:28]2[CH:29]=[CH:30][C:31]([CH2:34][CH2:35][C:36]#[N:37])=[N:32][CH:33]=2)[CH:14]=[C:15]([NH:17][C:18]2[N:23]=[C:22]([C:24]([F:27])([F:26])[F:25])[CH:21]=[CH:20][N:19]=2)[CH:16]=1>C(O)C>[OH:3][N:2]=[C:36]([NH2:37])[CH2:35][CH2:34][C:31]1[CH:30]=[CH:29][C:28]([C:13]2[CH:14]=[C:15]([NH:17][C:18]3[N:23]=[C:22]([C:24]([F:26])([F:25])[F:27])[CH:21]=[CH:20][N:19]=3)[CH:16]=[C:11]([CH3:10])[CH:12]=2)=[CH:33][N:32]=1 |f:0.1,2.3.4|. Reported procedure: Hydroxylamine hydrochloride (147 mg, 2.11 mmol) and potassium carbonate (292 mg, 2.11 mmol) were added to 3-[5-(3-methyl-5-{[4-(trifluoromethyl)pyrimidin-2-yl]amino}phenyl)pyridin-2-yl]propanenitrile (135 mg, 0.352 mmol) in ethanol (587 μL). The reaction mixture was heated to 80° C. overnight. The reaction mixture was cooled to room temperature and concentrated under reduced pressure. The resultant reside was diluted with dichloromethane (2.00 mL), filtered through a short silica get pad and was...